Dataset: the Open Reaction Database (ORD), a public repository of structured organic reaction records. Task: describe an organic reaction: reactants, conditions, products, and yield Reactants: CC(=O)O[BH-](OC(C)=O)OC(C)=O, CO, CC(C)(C)OC(=O)N1CCOc2cnc(C=O)cc21, ClC(Cl)Cl, NC1CCN(CC2Cn3c(=O)cnc4ccc(F)c2c43)CC1, [Na+]. Reaction SMILES: [C:42]([O:43][BH-:44]([O:45][C:46](=[O:47])[CH3:48])[O:49][C:50](=[O:51])[CH3:52])(=[O:53])[CH3:54].[CH3:56][OH:57].[CH:23](=[O:24])[c:25]1[cH:26][c:27]2[c:28]([cH:40][n:41]1)[O:29][CH2:30][CH2:31][N:32]2[C:33](=[O:34])[O:35][C:36]([CH3:37])([CH3:38])[CH3:39].[CH:58]([Cl:59])([Cl:60])[Cl:61].[NH2:1][CH:2]1[CH2:3][CH2:4][N:5]([CH2:8][CH:9]2[CH2:10][n:11]3[c:12](=[O:22])[cH:13][n:14][c:15]4[cH:16][cH:17][c:18]([F:21])[c:19]2[c:20]34)[CH2:6][CH2:7]1.[Na+:55]>>[NH:1]([CH:2]1[CH2:3][CH2:4][N:5]([CH2:8][CH:9]2[CH2:10][n:11]3[c:12](=[O:22])[cH:13][n:14][c:15]4[cH:16][cH:17][c:18]([F:21])[c:19]2[c:20]34)[CH2:6][CH2:7]1)[CH2:23][c:25]1[cH:26][c:27]2[c:28]([cH:40][n:41]1)[O:29][CH2:30][CH2:31][N:32]2[C:33](=[O:34])[O:35][C:36]([CH3:37])([CH3:38])[CH3:39]. Yields the product CC(C)(C)OC(=O)N1CCOc2cnc(CNC3CCN(CC4Cn5c(=O)cnc6ccc(F)c4c65)CC3)cc21.